describe an organic reaction: reactants, conditions, products, and yield From a dataset of the Open Reaction Database (ORD), a public repository of structured organic reaction records. Reactants: Cc1ccccc1, CCO, COc1cc2c(Oc3ccc(N)cc3F)ccnc2cc1OCC1CC2CN(C)CC2C1, O=C(Cc1ccccc1)N=C=S. The product is COc1cc2c(Oc3ccc(NC(=S)NC(=O)Cc4ccccc4)cc3F)ccnc2cc1OCC1CC2CN(C)CC2C1. RXN SMILES: [CH3:33][c:34]1[cH:35][cH:36][cH:37][cH:38][cH:39]1.[CH3:52][CH2:53][OH:54].[F:1][c:2]1[cH:3][c:4]([NH2:32])[cH:5][cH:6][c:7]1[O:8][c:9]1[cH:10][cH:11][n:12][c:13]2[cH:14][c:15]([O:21][CH2:22][CH:23]3[CH2:24][CH:25]4[CH:26]([CH2:27][N:28]([CH3:30])[CH2:29]4)[CH2:31]3)[c:16]([O:19][CH3:20])[cH:17][c:18]12.[c:40]1([CH2:46][C:47](=[O:48])[N:49]=[C:50]=[S:51])[cH:41][cH:42][cH:43][cH:44][cH:45]1>>[F:1][c:2]1[cH:3][c:4]([NH:32][C:50]([NH:49][C:47]([CH2:46][c:40]2[cH:41][cH:42][cH:43][cH:44][cH:45]2)=[O:48])=[S:51])[cH:5][cH:6][c:7]1[O:8][c:9]1[cH:10][cH:11][n:12][c:13]2[cH:14][c:15]([O:21][CH2:22][CH:23]3[CH2:24][CH:25]4[CH:26]([CH2:27][N:28]([CH3:30])[CH2:29]4)[CH2:31]3)[c:16]([O:19][CH3:20])[cH:17][c:18]12. Starting materials: C(#N)C1=CC=C(/C=C/C(=O)OC)C=C1 (methyl p-cyano-trans-cinnamate). Reagents/catalysts: [Pd].[O-]S(=O)(=O)[O-].[Ba+2] (Pd BaSO4). The solvent is C1(=CC=CC=C1)C (toluene). Conditions: time 9 hour. Yields the product C(#N)C1=CC=C(CCC(=O)OC)C=C1 (methyl p-cyano-dihydrocinnamate). Isolated yield 76.7%. As a reaction SMILES: [C:1]([C:3]1[CH:14]=[CH:13][C:6](/[CH:7]=[CH:8]/[C:9]([O:11][CH3:12])=[O:10])=[CH:5][CH:4]=1)#[N:2]>C1(C)C=CC=CC=1.[Pd].[O-]S([O-])(=O)=O.[Ba+2]>[C:1]([C:3]1[CH:14]=[CH:13][C:6]([CH2:7][CH2:8][C:9]([O:11][CH3:12])=[O:10])=[CH:5][CH:4]=1)#[N:2] |f:2.3.4|. Procedure: To a solution of methyl p-cyano-trans-cinnamate (13.6 g, 73 mmol) in toluene (485 mL) was added 5% Pd/BaSO4 (2.7 g). After 9 hours under hydrogen gas at 4 bar (60 psi), the solution was filtered, concentrated in vacuo and chromatographed over silica gel, eluting with a step gradient of hexanes through 30% ethyl acetate/hexanes. The product containing fractions were combined and concentrated to give 10.6 g (77%) of colorless oil. Reactants: ClC1=NC(=NC(=C1)N1CC(OCC1)C=1NC=C(N1)C1=CC(=CC=C1)OC)N (4-chloro-6-(2-{4-[3-(methyloxy)phenyl]-1H-imidazol-2-yl}-4-morpholinyl)-2-pyrimidinamine), FC1=C(C#N)C=CC(=C1)B1OC(C(O1)(C)C)(C)C (2-fluoro-4-(4,4,5,5-tetramethyl-1,3,2-dioxaborolan-2-yl)benzonitrile), C(=O)([O-])[O-].[Na+].[Na+] (Na2CO3). Reagents/catalysts: C=1C=CC(=CC1)[P](C=2C=CC=CC2)(C=3C=CC=CC3)[Pd]([P](C=4C=CC=CC4)(C=5C=CC=CC5)C=6C=CC=CC6)([P](C=7C=CC=CC7)(C=8C=CC=CC8)C=9C=CC=CC9)[P](C=1C=CC=CC1)(C=1C=CC=CC1)C=1C=CC=CC1 (Pd(PPh3)4). Solvent: O1CCOCC1 (1,4-dioxane), O (water). Conditions: temperature 140 celsius, time 1 hour. The product is NC1=NC(=CC(=N1)C1=CC(=C(C#N)C=C1)F)N1CC(OCC1)C=1NC=C(N1)C1=CC(=CC=C1)OC (4-[2-Amino-6-(2-{4-[3-(methyloxy)phenyl]-1H-imidazol-2-yl}-4-morpholinyl)-4-pyrimidinyl]-2-fluorobenzonitrile). Yield: 10.7%. As a reaction SMILES: Cl[C:2]1[CH:7]=[C:6]([N:8]2[CH2:13][CH2:12][O:11][CH:10]([C:14]3[NH:15][CH:16]=[C:17]([C:19]4[CH:24]=[CH:23][CH:22]=[C:21]([O:25][CH3:26])[CH:20]=4)[N:18]=3)[CH2:9]2)[N:5]=[C:4]([NH2:27])[N:3]=1.[F:28][C:29]1[CH:36]=[C:35](B2OC(C)(C)C(C)(C)O2)[CH:34]=[CH:33][C:30]=1[C:31]#[N:32].C([O-])([O-])=O.[Na+].[Na+]>O1CCOCC1.O.C1C=CC([P]([Pd]([P](C2C=CC=CC=2)(C2C=CC=CC=2)C2C=CC=CC=2)([P](C2C=CC=CC=2)(C2C=CC=CC=2)C2C=CC=CC=2)[P](C2C=CC=CC=2)(C2C=CC=CC=2)C2C=CC=CC=2)(C2C=CC=CC=2)C2C=CC=CC=2)=CC=1>[NH2:27][C:4]1[N:3]=[C:2]([C:35]2[CH:34]=[CH:33][C:30]([C:31]#[N:32])=[C:29]([F:28])[CH:36]=2)[CH:7]=[C:6]([N:8]2[CH2:13][CH2:12][O:11][CH:10]([C:14]3[NH:15][CH:16]=[C:17]([C:19]4[CH:24]=[CH:23][CH:22]=[C:21]([O:25][CH3:26])[CH:20]=4)[N:18]=3)[CH2:9]2)[N:5]=1 |f:2.3.4,^1:62,64,83,102|. Reported procedure: A mixture of 4-chloro-6-(2-{4-[3-(methyloxy)phenyl]-1H-imidazol-2-yl}-4-morpholinyl)-2-pyrimidinamine (770 mg, 1.991 mmol), 2-fluoro-4-(4,4,5,5-tetramethyl-1,3,2-dioxaborolan-2-yl)benzonitrile (590 mg, 2.389 mmol), Na2CO3 (464 mg, 4.38 mmol) and Pd(PPh3)4 (138 mg, 0.119 mmol) in 1,4-dioxane (8 mL) and water (2 mL) was heated at 140° C. under microwave condition with stirring for 1 hour. The mixture was filtered, washing with EtOAc (100 mL), and concentrated to afford the crude title compounde (1... Reactants: CCc1[nH]c(C(=O)O)nc1C(F)(F)F, CCOC1CN(c2cccc(C(=O)OC(C)(C)C)c2)CCC1N, On1nnc2ccccc21. The product is CCOC1CN(c2cccc(C(=O)OC(C)(C)C)c2)CCC1NC(=O)c1nc(C(F)(F)F)c(CC)[nH]1. As a reaction SMILES: [CH2:24]([CH3:25])[c:26]1[c:27]([C:34]([F:35])([F:36])[F:37])[n:28][c:29]([C:31](=[O:32])[OH:33])[nH:30]1.[NH2:1][CH:2]1[CH:3]([O:21][CH2:22][CH3:23])[CH2:4][N:5]([c:8]2[cH:9][c:10]([C:11](=[O:12])[O:13][C:14]([CH3:15])([CH3:16])[CH3:17])[cH:18][cH:19][cH:20]2)[CH2:6][CH2:7]1.[OH:38][n:39]1[c:40]2[c:41]([cH:42][cH:43][cH:44][cH:45]2)[n:46][n:47]1>>[NH:1]([CH:2]1[CH:3]([O:21][CH2:22][CH3:23])[CH2:4][N:5]([c:8]2[cH:9][c:10]([C:11](=[O:12])[O:13][C:14]([CH3:15])([CH3:16])[CH3:17])[cH:18][cH:19][cH:20]2)[CH2:6][CH2:7]1)[C:31]([c:29]1[n:28][c:27]([C:34]([F:35])([F:36])[F:37])[c:26]([CH2:24][CH3:25])[nH:30]1)=[O:32]. The reactants are C(=O)(O)CN1[C@H](C(=O)N(C([C@@H](N)[C@@H](C)CC)=O)CC2=CC=CC=C2)CCC1 (L-isoleucine, N-[1-(carboxymethyl)-L-prolyl] benzylamide), C1(=CC=CC=C1)C1CCNCC1 (4-phenylpiperidine), ClC(=O)OCC(C)C (isobutyl chloroformate), CN1CCOCC1 (N-methylmorpholine). The solvent is C(C)#N (acetonitrile). The product is C1(=CC=CC=C1)C1CCN(CC1)C(CN1[C@H](C(=O)N(C([C@@H](N)[C@@H](C)CC)=O)CC2=CC=CC=C2)CCC1)=O (L-isoleucine, N-[1-(2-(4-phenylpiperidyl)-2-oxoethyl)-L-prolyl] benzylamide). The yield is 59.0%. RXN SMILES: [C:1]([CH2:4][N:5]1[CH2:27][CH2:26][CH2:25][C@H:6]1[C:7]([N:9]([CH2:18][C:19]1[CH:24]=[CH:23][CH:22]=[CH:21][CH:20]=1)[C:10](=[O:17])[C@H:11]([C@H:13]([CH2:15][CH3:16])[CH3:14])[NH2:12])=[O:8])(O)=[O:2].CN1CCOCC1.ClC(OCC(C)C)=O.[C:43]1([CH:49]2[CH2:54][CH2:53][NH:52][CH2:51][CH2:50]2)[CH:48]=[CH:47][CH:46]=[CH:45][CH:44]=1>C(#N)C>[C:43]1([CH:49]2[CH2:50][CH2:51][N:52]([C:1](=[O:2])[CH2:4][N:5]3[CH2:27][CH2:26][CH2:25][C@H:6]3[C:7]([N:9]([CH2:18][C:19]3[CH:20]=[CH:21][CH:22]=[CH:23][CH:24]=3)[C:10](=[O:17])[C@H:11]([C@H:13]([CH2:15][CH3:16])[CH3:14])[NH2:12])=[O:8])[CH2:53][CH2:54]2)[CH:48]=[CH:47][CH:46]=[CH:45][CH:44]=1. Procedure details: Using the procedure described above, a solution of L-isoleucine, N-[1-(carboxymethyl)-L-prolyl] benzylamide (0.124 g, 0.33 mmol, 1.0 eq), and N-methylmorpholine (43 uL, 40 mg, 0.40 mmol, 1.20 eq), in acetonitrile (3 mL) was treated with isobutyl chloroformate (45 uL, 47 mg, 0.35 mmol, 1.05 eq) followed by 4-phenylpiperidine (69 mg, 0.43 mmol, 1.3 eq). Workup as above provided 101 mg (59%) of L-isoleucine, N-[1-(2-(4-phenylpiperidyl)-2-oxoethyl)-L-prolyl] benzylamide.